This data is from the Open Reaction Database (ORD), a public repository of structured organic reaction records. The task is: describe an organic reaction: reactants, conditions, products, and yield The reactants are CC1=NC2=CC=CC=C2C1(C)C (2,3,3-trimethylindolenine), ICCCI (1,3-diiodopropane). Conditions: temperature 60 celsius, time 16 hour. Product: [I-].ICCC[N+]1=C(C(C2=CC=CC=C12)(C)C)C (1-[3-iodopropyl]-2,3,3-trimethyl-3H-indolium iodide). As a reaction SMILES: [CH3:1][C:2]1[C:10]([CH3:12])([CH3:11])[C:9]2[C:4](=[CH:5][CH:6]=[CH:7][CH:8]=2)[N:3]=1.[I:13][CH2:14][CH2:15][CH2:16]I>>[I-:13].[I:13][CH2:14][CH2:15][CH2:16][N+:3]1[C:4]2[C:9](=[CH:8][CH:7]=[CH:6][CH:5]=2)[C:10]([CH3:12])([CH3:11])[C:2]=1[CH3:1] |f:2.3|. Reported procedure: To a 50 mL round bottom flask is added 2,3,3-trimethylindolenine (14.4 mmol) and 1,3-diiodopropane (72.7 mmol) and the mixture is stirred at 60° C. under an atmosphere of nitrogen for 16 hours. The resulting solid is recrystallized from ethanol to give 1-[3-iodopropyl]-2,3,3-trimethyl-3H-indolium iodide (40) as crystals. Starting materials: NC1=NC=C(C=N1)B1OC(C)(C)C(C)(C)O1 (2-aminopyrimidine-5-boronic acid pinacol ester), C(=O)([O-])[O-].[Na+].[Na+] (Na2CO3), BrC1=CC2=C(N(C(=N2)C2=C(C=CC=C2)C2=NNC(O2)=O)C(C)(C)C)C=C1 (5-[2-(5-bromo-1-tert-butyl-1H-benzimidazol-2-yl)-phenyl]-3H-[1,3,4]oxadiazol-2-one). The reagents and catalysts are CC(C)(C)P(C1=CC=C(C=C1)N(C)C)C(C)(C)C.CC(C)(C)P(C1=CC=C(C=C1)N(C)C)C(C)(C)C.Cl[Pd]Cl (bis(di-tert-butyl(4-dimethylaminophenyl)phosphine)dichloropalladium(II)). The solvent is CCOC(=O)C (EtOAc), CN(C)C=O (DMF). Run at temperature 100 celsius. Yields the product NC1=NC=C(C=N1)C1=CC2=C(N(C(=N2)C2=C(C=CC=C2)C2=NNC(O2)=O)C(C)(C)C)C=C1 (5-{2-[5-(2-Amino-pyrimidin-5-yl)-1-tert-butyl-1H-benzimidazol-2-yl]-phenyl}-3H-[1,3,4]oxadiazol-2-one). Yield: 9.6%. Reaction SMILES: Br[C:2]1[CH:26]=[CH:25][C:5]2[N:6]([C:21]([CH3:24])([CH3:23])[CH3:22])[C:7]([C:9]3[CH:14]=[CH:13][CH:12]=[CH:11][C:10]=3[C:15]3[O:19][C:18](=[O:20])[NH:17][N:16]=3)=[N:8][C:4]=2[CH:3]=1.[NH2:27][C:28]1[N:33]=[CH:32][C:31](B2OC(C)(C)C(C)(C)O2)=[CH:30][N:29]=1.C([O-])([O-])=O.[Na+].[Na+]>CN(C=O)C.CCOC(C)=O.CC(P(C(C)(C)C)C1C=CC(N(C)C)=CC=1)(C)C.CC(P(C(C)(C)C)C1C=CC(N(C)C)=CC=1)(C)C.Cl[Pd]Cl>[NH2:27][C:28]1[N:33]=[CH:32][C:31]([C:2]2[CH:26]=[CH:25][C:5]3[N:6]([C:21]([CH3:22])([CH3:24])[CH3:23])[C:7]([C:9]4[CH:14]=[CH:13][CH:12]=[CH:11][C:10]=4[C:15]4[O:19][C:18](=[O:20])[NH:17][N:16]=4)=[N:8][C:4]=3[CH:3]=2)=[CH:30][N:29]=1 |f:2.3.4,7.8.9|. Reported procedure: To a sealed vial is added 5-[2-(5-bromo-1-tert-butyl-1H-benzimidazol-2-yl)-phenyl]-3H-[1,3,4]oxadiazol-2-one (40 mg, 0.097 mmol) in DMF (3 mL), followed by the addition of 2-aminopyrimidine-5-boronic acid pinacol ester (25 mg, 0.113 mmol), bis(di-tert-butyl(4-dimethylaminophenyl)phosphine)dichloropalladium(II) (8 mg, 0.011 mmol) and 2M aq. Na2CO3 (0.2 ml, 0.4 mmol). The reaction mixture is heated under Argon at 100° C. for 6 hours. The residue is diluted with EtOAc (20 mL), washed with brine, dr... Starting materials: FC(S(=O)(=O)OS(=O)(=O)C(F)(F)F)(F)F (Trifluoromethanesulfonic anhydride), O(C1=CC=CC=C1)C1=C(C=CC=C1)S(=O)C(F)(F)F (1-phenoxy-2-(trifluoromethylsulfinyl)benzene). Run in ClC(C(F)(F)Cl)(F)Cl (1,1,2-trichloro-1,2,2-trifluoroetane). Run at time 6 day. The product is FC(S(=O)(=O)[O-])(F)F.FC(S1C2=C([OH+]C3=C1C=CC=C3)C=CC=C2)(F)F (S-(trifluoromethyl)dibenzo -1,4-oxathiinium trifluoromethanesulfonate). Isolated yield 26.1%. RXN SMILES: [F:1][C:2]([F:15])([F:14])[S:3]([O:6]S(C(F)(F)F)(=O)=O)(=[O:5])=[O:4].[O:16]([C:23]1[CH:28]=[CH:27][CH:26]=[CH:25][C:24]=1[S:29]([C:31]([F:34])([F:33])[F:32])=O)[C:17]1[CH:22]=[CH:21][CH:20]=[CH:19][CH:18]=1>ClC(Cl)(F)C(Cl)(F)F>[F:1][C:2]([F:15])([F:14])[S:3]([O-:6])(=[O:5])=[O:4].[F:32][C:31]([F:34])([F:33])[SH:29]1[C:24]2[CH:25]=[CH:26][CH:27]=[CH:28][C:23]=2[OH+:16][C:17]2[CH:22]=[CH:21][CH:20]=[CH:19][C:18]1=2 |f:3.4|. Reported procedure: Trifluoromethanesulfonic anhydride 176 microliters (1.05 mmol) was added to a solution of 300 mg (1.05 mmol) of 1-phenoxy-2-(trifluoromethylsulfinyl)benzene in 8 ml of 1,1,2-trichloro-1,2,2-trifluoroetane, and the mixture was stirred for 6 days at room temperature. The reaction solution was concentrated under reduced pressure. The residue was purified by silica gel thin-layer chromatography (acetonitrile:methylene chloride=1:3) to give 115 mg (26.2%) of S-(trifluoromethyl)dibenzo -1,4-oxathiiniu... Reactants: COC1=NC(=NC(=C1)OC)N1CCN(CC1)CC1=CC=CC=C1 (4- (4,6-dimethoxy-2-pyrimidinyl)- 1-benzylpiperazine), [H][H] (hydrogen). Reagents/catalysts: [C].[Pd] (palladium carbon). The solvent is C(C)O (ethanol). The product is COC1=NC(=NC(=C1)OC)N1CCNCC1 (1-(4,6-dimethoxy-2-pyrimidinyl)piperazine). Yield: 49.2%. As a reaction SMILES: [CH3:1][O:2][C:3]1[CH:8]=[C:7]([O:9][CH3:10])[N:6]=[C:5]([N:11]2[CH2:16][CH2:15][N:14](CC3C=CC=CC=3)[CH2:13][CH2:12]2)[N:4]=1.[H][H]>C(O)C.[C].[Pd]>[CH3:1][O:2][C:3]1[CH:8]=[C:7]([O:9][CH3:10])[N:6]=[C:5]([N:11]2[CH2:12][CH2:13][NH:14][CH2:15][CH2:16]2)[N:4]=1 |f:3.4|. Reported procedure: In 110 ml of ethanol was dissolved 3.9 g (0.0125 mole) of 4- (4,6-dimethoxy-2-pyrimidinyl)- 1-benzylpiperazine obtained as described above, and 2.5 g of 5% palladium carbon was added thereto. While refluxing the mixture under heating, hydrogen gas was passed for 6 hours. The reaction mixture was cooled to room temperature and then filtered. The filtrate was concentrated under reduced pressure, and the residue was applied to silica gel column chromatography (the eluent used was a mixture of chlor... Reactants: COc1ccc(-c2ccc(S(=O)(=O)C3CCCCN(OC(c4ccccc4)(c4ccccc4)c4ccccc4)C3=O)cc2)cc1, ClCCl, O=C(O)C(F)(F)F. Yields the product COc1ccc(-c2ccc(S(=O)(=O)C3CCCCN(O)C3=O)cc2)cc1. As a reaction SMILES: [CH3:1][O:2][c:3]1[cH:4][cH:5][c:6](-[c:9]2[cH:10][cH:11][c:12]([S:15](=[O:16])(=[O:17])[CH:18]3[C:19](=[O:45])[N:20]([O:25][C:26]([c:27]4[cH:28][cH:29][cH:30][cH:31][cH:32]4)([c:33]4[cH:34][cH:35][cH:36][cH:37][cH:38]4)[c:39]4[cH:40][cH:41][cH:42][cH:43][cH:44]4)[CH2:21][CH2:22][CH2:23][CH2:24]3)[cH:13][cH:14]2)[cH:7][cH:8]1.[Cl:53][CH2:54][Cl:55].[F:46][C:47]([F:48])([F:49])[C:50]([OH:51])=[O:52]>>[CH3:1][O:2][c:3]1[cH:4][cH:5][c:6](-[c:9]2[cH:10][cH:11][c:12]([S:15](=[O:16])(=[O:17])[CH:18]3[C:19](=[O:45])[N:20]([OH:25])[CH2:21][CH2:22][CH2:23][CH2:24]3)[cH:13][cH:14]2)[cH:7][cH:8]1. Starting materials: Cl (hydrochloric acid), COC=1C(=CC2=C(CC(O2)C#N)C1)OC (5,6-Dimethoxy-2,3-dihydrobenzofuran-2-carbonitrile), [H][H] (hydrogen). The reagents and catalysts are [Pd] (Pd on charcoal). Solvent: C(C)O (ethanol). Product: COC=1C(=CC2=C(CC(O2)CN)C1)OC (5,6-Dimethoxy-2,3-dihydrobenzofuran-2-ylmethylamine). The yield is 22.2%. Reaction SMILES: [CH3:1][O:2][C:3]1[C:4]([O:14][CH3:15])=[CH:5][C:6]2[O:10][CH:9]([C:11]#[N:12])[CH2:8][C:7]=2[CH:13]=1.Cl.[H][H]>C(O)C.[Pd]>[CH3:1][O:2][C:3]1[C:4]([O:14][CH3:15])=[CH:5][C:6]2[O:10][CH:9]([CH2:11][NH2:12])[CH2:8][C:7]=2[CH:13]=1. Procedure details: 5,6-Dimethoxy-2,3-dihydrobenzofuran-2-carbonitrile (Method 16; 2.63 g, 12.94 mmol) was dissolved in ethanol (700 ml) and hydrochloric acid (conc, 2.3 ml) and Pd on charcoal (10%, 1 g) were added. The mixture was hydrogenated under 3.5 atmosphere of hydrogen at 72° C. for 3 days. The mixture was filtered and the solvent was evaporated under reduced pressure. The residue was dissolved in water and washed once with diethyl ether. The pH of the aqueous phase was adjusted to 10–11 with NaOH(aq) and t... Starting materials: COC(C1=C(C=CC=C1C)OC1=CC=C(C=C1)F)=O (2-(4-fluoro-phenoxy)-6-methyl-benzoic acid methyl ester), BrN1C(CCC1=O)=O (N-bromosuccinimide), COC(CNS(=O)(=O)C1=CC=C(C=C1)C)=O ((toluene-4-sulfonylamino)-acetic acid methyl ester). Product: COC(C1=C(C=CC=C1CN(S(=O)(=O)C1=CC=C(C=C1)C)CC(=O)OC)OC1=CC=C(C=C1)F)=O (2-(4-Fluoro-phenoxy)-6-{[methoxycarbonylmethyl-(toluene-4-sulfonyl)-amino]-methyl}-benzoic acid methyl ester). Reaction SMILES: [CH3:1][O:2][C:3](=[O:19])[C:4]1[C:9]([CH3:10])=[CH:8][CH:7]=[CH:6][C:5]=1[O:11][C:12]1[CH:17]=[CH:16][C:15]([F:18])=[CH:14][CH:13]=1.BrN1C(=O)CCC1=O.[CH3:28][O:29][C:30](=[O:43])[CH2:31][NH:32][S:33]([C:36]1[CH:41]=[CH:40][C:39]([CH3:42])=[CH:38][CH:37]=1)(=[O:35])=[O:34]>>[CH3:1][O:2][C:3](=[O:19])[C:4]1[C:9]([CH2:10][N:32]([CH2:31][C:30]([O:29][CH3:28])=[O:43])[S:33]([C:36]2[CH:37]=[CH:38][C:39]([CH3:42])=[CH:40][CH:41]=2)(=[O:35])=[O:34])=[CH:8][CH:7]=[CH:6][C:5]=1[O:11][C:12]1[CH:13]=[CH:14][C:15]([F:18])=[CH:16][CH:17]=1. Procedure: The crude title compound was synthesized from 2-(4-fluoro-phenoxy)-6-methyl-benzoic acid methyl ester, N-bromosuccinimide, and (toluene-4-sulfonylamino)-acetic acid methyl ester in analogy to example 18c and was used in the following step without further purification; MS-(+)-ion: M+23=524.4.